Dataset: the Open Reaction Database (ORD), a public repository of structured organic reaction records. Task: describe an organic reaction: reactants, conditions, products, and yield Reactants: C1CCNCC1, Cc1cc(C)cc(C=C(C(=O)O)c2ccc(Oc3ccc(C=O)cc3)cc2)c1, O=C(O)c1ccccc1, O=C1CSC(=O)N1. Yields the product Cc1cc(C)cc(C=C(C(=O)O)c2ccc(Oc3ccc(C=C4SC(=O)NC4=O)cc3)cc2)c1. RXN SMILES: [CH2:45]1[CH2:46][CH2:47][NH:48][CH2:49][CH2:50]1.[CH3:1][c:2]1[cH:3][c:4]([CH:9]=[C:10]([C:11](=[O:12])[OH:13])[c:14]2[cH:15][cH:16][c:17]([O:20][c:21]3[cH:22][cH:23][c:24]([CH:27]=[O:28])[cH:25][cH:26]3)[cH:18][cH:19]2)[cH:5][c:6]([CH3:8])[cH:7]1.[OH:36][C:37]([c:38]1[cH:39][cH:40][cH:41][cH:42][cH:43]1)=[O:44].[S:29]1[C:30](=[O:35])[NH:31][C:32](=[O:34])[CH2:33]1>>[CH3:1][c:2]1[cH:3][c:4]([CH:9]=[C:10]([C:11](=[O:12])[OH:13])[c:14]2[cH:15][cH:16][c:17]([O:20][c:21]3[cH:22][cH:23][c:24]([CH:27]=[C:33]4[S:29][C:30](=[O:35])[NH:31][C:32]4=[O:34])[cH:25][cH:26]3)[cH:18][cH:19]2)[cH:5][c:6]([CH3:8])[cH:7]1.